Dataset: the Open Reaction Database (ORD), a public repository of structured organic reaction records. Task: describe an organic reaction: reactants, conditions, products, and yield The reactants are ClC1=CC(=C(C=C1)/C=C/C(=O)C=1C=CC(N(C1)C)=O)F ((E)-5-(3-(4-Chloro-2-fluorophenyl)acryloyl)-1-methylpyridin-2(1H)-one), C(C)S(=O)(=O)C1=CC=C(C=C1)B(O)O (4-(ethylsulfonyl)phenylboronic acid), C(O)([O-])=O.[Na+] (sodium hydrogencarbonate). The reagents and catalysts are C1/C=C\CC/C=C\C1.C1/C=C\CC/C=C\C1.[Cl-].[Cl-].[Rh].[Rh] (chloro(1,5-cyclooctadiene)rhodium(I) dimer). Run in O1CCOCC1 (1,4-dioxane), O (water). The product is ClC1=CC(=C(C=C1)C(CC(=O)C=1C=CC(N(C1)C)=O)C1=CC=C(C=C1)S(=O)(=O)CC)F (5-(3-(4-Chloro-2-fluorophenyl)-3-(4-(ethylsulfonyl)phenyl)propanoyl)-1-methylpyridin-2(1H)-one). Reaction SMILES: [Cl:1][C:2]1[CH:7]=[CH:6][C:5](/[CH:8]=[CH:9]/[C:10]([C:12]2[CH:13]=[CH:14][C:15](=[O:19])[N:16]([CH3:18])[CH:17]=2)=[O:11])=[C:4]([F:20])[CH:3]=1.[CH2:21]([S:23]([C:26]1[CH:31]=[CH:30][C:29](B(O)O)=[CH:28][CH:27]=1)(=[O:25])=[O:24])[CH3:22].C(=O)([O-])O.[Na+]>O1CCOCC1.O.C1CC=CCCC=C1.C1CC=CCCC=C1.[Cl-].[Cl-].[Rh].[Rh]>[Cl:1][C:2]1[CH:7]=[CH:6][C:5]([CH:8]([C:29]2[CH:28]=[CH:27][C:26]([S:23]([CH2:21][CH3:22])(=[O:25])=[O:24])=[CH:31][CH:30]=2)[CH2:9][C:10]([C:12]2[CH:13]=[CH:14][C:15](=[O:19])[N:16]([CH3:18])[CH:17]=2)=[O:11])=[C:4]([F:20])[CH:3]=1 |f:2.3,6.7.8.9.10.11|. Reported procedure: In analogy to example 203, step 1, (E)-5-(3-(4-chloro-2-fluorophenyl)acryloyl)-1-methyl-pyridin-2(1H)-one (example 314, step 2) was reacted with 4-(ethylsulfonyl)phenylboronic acid in the presence of chloro(1,5-cyclooctadiene)rhodium(I) dimer and sodium hydrogencarbonate in 1,4-dioxane and water at 60° C. to give the title compound as a yellow foam, MS (ESI+): m/z=462.2 [M+H]+. Reactants: Cc1ccccc1, O=S(=O)(C(=CNc1ccc(N2CCCCC2)cn1)S(=O)(=O)c1ccccc1)c1ccccc1. Product: Nc1ccc(N2CCCCC2)cn1. RXN SMILES: [CH3:34][c:35]1[cH:36][cH:37][cH:38][cH:39][cH:40]1.[c:1]1([S:2]([C:3]([S:4]([c:5]2[cH:6][cH:7][cH:8][cH:9][cH:10]2)(=[O:11])=[O:25])=[CH:26][NH:12][c:13]2[n:14][cH:15][c:16]([N:19]3[CH2:20][CH2:21][CH2:22][CH2:23][CH2:24]3)[cH:17][cH:18]2)(=[O:27])=[O:28])[cH:29][cH:30][cH:31][cH:32][cH:33]1>>[NH2:12][c:13]1[n:14][cH:15][c:16]([N:19]2[CH2:20][CH2:21][CH2:22][CH2:23][CH2:24]2)[cH:17][cH:18]1. The reactants are CC(=O)c1cccc(OC(CCN2CCC(c3cccc(NC(=O)C(C)C)c3)CC2)c2ccccc2)c1, CI. The product is CC(=O)c1cccc(OC(CCN2CCC(c3cccc(N(C)C(=O)C(C)C)c3)CC2)c2ccccc2)c1. As a reaction SMILES: [C:1]([CH3:2])(=[O:3])[c:4]1[cH:5][c:6]([O:7][CH:8]([CH2:9][CH2:10][N:11]2[CH2:12][CH2:13][CH:14]([c:17]3[cH:18][c:19]([NH:23][C:24]([CH:25]([CH3:26])[CH3:27])=[O:28])[cH:20][cH:21][cH:22]3)[CH2:15][CH2:16]2)[c:29]2[cH:30][cH:31][cH:32][cH:33][cH:34]2)[cH:35][cH:36][cH:37]1.[CH3:38][I:39]>>[C:1]([CH3:2])(=[O:3])[c:4]1[cH:5][c:6]([O:7][CH:8]([CH2:9][CH2:10][N:11]2[CH2:12][CH2:13][CH:14]([c:17]3[cH:18][c:19]([N:23]([C:24]([CH:25]([CH3:26])[CH3:27])=[O:28])[CH3:38])[cH:20][cH:21][cH:22]3)[CH2:15][CH2:16]2)[c:29]2[cH:30][cH:31][cH:32][cH:33][cH:34]2)[cH:35][cH:36][cH:37]1. The reactants are C=O, CO, CC(C)NC(C)COC(C)O. Product: CC(O)OCC(C)N(C)C(C)C. RXN SMILES: [CH2:12]=[O:13].[CH3:14][OH:15].[CH:1]([CH3:2])([CH3:3])[NH:4][CH:5]([CH2:6][O:7][CH:8]([CH3:9])[OH:10])[CH3:11]>>[CH:1]([CH3:2])([CH3:3])[N:4]([CH:5]([CH2:6][O:7][CH:8]([CH3:9])[OH:10])[CH3:11])[CH3:12]. The reactants are COC(=O)C1(C(O)c2ccnc(OCc3ccccc3)c2)CCCO1, CC(=O)OC(C)=O, CN(C)c1ccncc1, CCOC(C)=O, ClCCl, Cl, c1ccncc1. The product is COC(=O)C1(C(OC(C)=O)c2ccnc(OCc3ccccc3)c2)CCCO1. RXN SMILES: [CH2:1]([c:2]1[cH:3][cH:4][cH:5][cH:6][cH:7]1)[O:8][c:9]1[n:10][cH:11][cH:12][c:13]([CH:15]([C:16]2([C:21](=[O:22])[O:23][CH3:24])[O:17][CH2:18][CH2:19][CH2:20]2)[OH:25])[cH:14]1.[CH3:26][C:27](=[O:28])[O:29][C:30](=[O:31])[CH3:32].[CH3:43][N:44]([CH3:45])[c:46]1[cH:47][cH:48][n:49][cH:50][cH:51]1.[CH3:52][CH2:53][O:54][C:55](=[O:56])[CH3:57].[Cl:40][CH2:41][Cl:42].[ClH:39].[cH:33]1[cH:34][cH:35][n:36][cH:37][cH:38]1>>[CH2:1]([c:2]1[cH:3][cH:4][cH:5][cH:6][cH:7]1)[O:8][c:9]1[n:10][cH:11][cH:12][c:13]([CH:15]([C:16]2([C:21](=[O:22])[O:23][CH3:24])[O:17][CH2:18][CH2:19][CH2:20]2)[O:25][C:27]([CH3:26])=[O:28])[cH:14]1.